Dataset: the Open Reaction Database (ORD), a public repository of structured organic reaction records. Task: describe an organic reaction: reactants, conditions, products, and yield The reactants are ClC1=NC2=CC=CC=C2N=C1Cl (2,3 dichloroquinoxaline), [N+](=O)([O-])C=1C=C(C=CC1)S(=O)(=O)N (3-nitrobenzenesulfonamide), C1CCC2=NCCCN2CC1 (DBU), Cl (HCl). The solvent is C(C)#N (acetonitrile), C(C)#N (acetonitrile), CO (methanol). Reaction conditions: temperature 5 celsius. Yields the product ClC=1C(=NC2=CC=CC=C2N1)NS(=O)(=O)C1=CC(=CC=C1)[N+](=O)[O-] (N-(3-chloroquinoxalin-2-yl)-3-nitrobenzenesulfonamide). RXN SMILES: Cl[C:2]1[C:11]([Cl:12])=[N:10][C:9]2[C:4](=[CH:5][CH:6]=[CH:7][CH:8]=2)[N:3]=1.[N+:13]([C:16]1[CH:17]=[C:18]([S:22]([NH2:25])(=[O:24])=[O:23])[CH:19]=[CH:20][CH:21]=1)([O-:15])=[O:14].C1CCN2C(=NCCC2)CC1.Cl>CO.C(#N)C>[Cl:12][C:11]1[C:2]([NH:25][S:22]([C:18]2[CH:19]=[CH:20][CH:21]=[C:16]([N+:13]([O-:15])=[O:14])[CH:17]=2)(=[O:24])=[O:23])=[N:3][C:4]2[C:9]([N:10]=1)=[CH:8][CH:7]=[CH:6][CH:5]=2. Procedure details: 1 kg of 2,3 dichloroquinoxaline and 1 kg of 3-nitrobenzenesulfonamide are mixed in 5 volumes of acetonitrile. The reaction mixture is heated to reflux. 2.3 kg of DBU and 1 volume of acetonitrile are added. After completion of the reaction, cool down at 5° C. Add 12 volumes of methanol and 1.53 kg of HCl, filter the reaction mixture. Wash the cake with 6 volumes of methanol and dry under vacuum. The product is BrC1=CC(=C(N)C=C1[N+](=O)[O-])OC (4-Bromo-2-methoxy-5-nitroaniline). Yield: 73.7%. The reactants are S(O)(O)(=O)=O (Sulfuric acid), [N+](=O)(O)[O-].NC(=N)N (Guanidine nitrate), S(O)(O)(=O)=O (sulfuric acid), ice, BrC1=CC(=C(N)C=C1)OC (4-bromo-2-methoxyaniline), S(O)(O)(=O)=O (sulfuric acid), ice. The solvent is [OH-].[Na+] (NaOH). Reaction SMILES: S(=O)(=O)(O)O.[N+:6]([O-:9])(O)=[O:7].NC(N)=N.[Br:14][C:15]1[CH:21]=[CH:20][C:18]([NH2:19])=[C:17]([O:22][CH3:23])[CH:16]=1>[OH-].[Na+]>[Br:14][C:15]1[C:21]([N+:6]([O-:9])=[O:7])=[CH:20][C:18]([NH2:19])=[C:17]([O:22][CH3:23])[CH:16]=1 |f:1.2,4.5|. Run at temperature 2.5 celsius, time 0.75 hour. Procedure: 85% Sulfuric acid was made by adding 98% sulfuric acid (13 mL) cautiously to ice (2 g). Guanidine nitrate (1.221 g, 10.00 mmol) was added portionwise over a period of 10 minutes to a cooled (0-5° C.) mixture of 4-bromo-2-methoxyaniline (2.020 g, 10 mmol) in 85% sulfuric acid (15.68 mL, 250.00 mmol). The resulting dark blue mixture was stirred at 0-5° C. for 0.75 h and was then poured very slowly into a well-stirred mixture of 50% aq NaOH (40 mL) and ice (120 g). An orange precipitate was collect... Starting materials: ClC/C=C/C#CC1=CC=CC=C1 ((E)-(5-chloro-pent-3-en-1-ynyl)-benzene), C(C)OC([C@H](CC1=CC=C(C=C1)O)OCC)=O ((S)-2-ethoxy-3-(4-hydroxy-phenyl)-propionic acid ethyl ester), C([O-])([O-])=O.[K+].[K+] (potassium carbonate), [I-].[K+] (potassium iodide). Solvent: O (Water), CC(=O)C (acetone). Yields the product C(C)OC([C@H](CC1=CC=C(C=C1)OC\C=C\C#CC1=CC=CC=C1)OCC)=O ((E)-(S)-2-Ethoxy-3-[4-(5-phenyl-pent-2-en-4-ynyloxy)-phenyl]-propionic acid ethyl ester), crude product. RXN SMILES: Cl[CH2:2]/[CH:3]=[CH:4]/[C:5]#[C:6][C:7]1[CH:12]=[CH:11][CH:10]=[CH:9][CH:8]=1.[CH2:13]([O:15][C:16](=[O:29])[C@@H:17]([O:26][CH2:27][CH3:28])[CH2:18][C:19]1[CH:24]=[CH:23][C:22]([OH:25])=[CH:21][CH:20]=1)[CH3:14].C(=O)([O-])[O-].[K+].[K+].[I-].[K+]>CC(C)=O.O>[CH2:13]([O:15][C:16](=[O:29])[C@@H:17]([O:26][CH2:27][CH3:28])[CH2:18][C:19]1[CH:20]=[CH:21][C:22]([O:25][CH2:2]/[CH:3]=[CH:4]/[C:5]#[C:6][C:7]2[CH:12]=[CH:11][CH:10]=[CH:9][CH:8]=2)=[CH:23][CH:24]=1)[CH3:14] |f:2.3.4,5.6|. Reported procedure: To a solution of (E)-(5-chloro-pent-3-en-1-ynyl)-benzene (177 mg, 1.0 mmol) and (S)-2-ethoxy-3-(4-hydroxy-phenyl)-propionic acid ethyl ester (238 mg, 1.0 mmol) in acetone (15 mL) was added potassium carbonate (700 mg, 5.0 mmol) and potassium iodide (17 mg, 0.1 mmol). The mixture was heated to reflux over night with stirring. Water was added and the product extracted with tert-butyl methyl ether (×3) The combined organic phases were dried (MgSO4), filtered and concentrated in vacuo, to give the t... Reactants: ClCCCOC1=C(C=CC=C1)/C=C/C=1OC2=C(N1)C=CC=C2 ((E)-2-[2-(3-chloropropoxyphenyl)ethenyl]benzoxazole), N1C=NC=C1 (imidazole). Yields the product free base, N1(C=NC=C1)CCCOC1=C(C=CC=C1)/C=C/C=1OC2=C(N1)C=CC=C2 ((E)-2-[2-(3-(1H-Imidazol-1-yl)propoxyphenyl)ethenyl]benzoxazole). Yield: 24.0%. As a reaction SMILES: Cl[CH2:2][CH2:3][CH2:4][O:5][C:6]1[CH:11]=[CH:10][CH:9]=[CH:8][C:7]=1/[CH:12]=[CH:13]/[C:14]1[O:15][C:16]2[CH:22]=[CH:21][CH:20]=[CH:19][C:17]=2[N:18]=1.[NH:23]1[CH:27]=[CH:26][N:25]=[CH:24]1>>[N:23]1([CH2:2][CH2:3][CH2:4][O:5][C:6]2[CH:11]=[CH:10][CH:9]=[CH:8][C:7]=2/[CH:12]=[CH:13]/[C:14]2[O:15][C:16]3[CH:22]=[CH:21][CH:20]=[CH:19][C:17]=3[N:18]=2)[CH:27]=[CH:26][N:25]=[CH:24]1. Procedure: The title compound was prepared by the procedure of Example 1 starting with (A) of Example 1 (8.0 g, 25 mmol) and using imidazole in place of dibutylamine to produce 2.1 g (24% yield) of the free base of the title compound which was converted to the HCl salt, mp 158°-159° C. IR(KBr): 3400, 1600 cm-1. MS: 346(MH+). 1H NMR (CD3OD): δ 9.09 (s, 1H), 7.82-6.81 (m, 12H), 4.51 (t, J=5.4 Hz, 2H), 4.08 (t, J=5.1 Hz, 2H), 2.41 (m, 2H). Reactants: NC[C@H]1N(CCC[C@H]1C)C(=O)C1=C(C=CC(=C1)C)C1=NC=CC=C1 (((2S,3R)-2-(aminomethyl)-3-methylpiperidin-1-yl)(5-methyl-2-(pyridin-2-yl)phenyl)methanone), BrC1=NC=C(C=C1)F (2-bromo-5-fluoropyridine). The product is FC=1C=CC(=NC1)NC[C@H]1N(CCC[C@H]1C)C(=O)C1=C(C=CC(=C1)C)C1=NC=CC=C1 (((2S,3R)-2-(((5-Fluoropyridin-2-yl)amino)methyl)-3-methylpiperidin-1-yl)(5-methyl-2-(pyridin-2-yl)phenyl)methanone). Reaction SMILES: [NH2:1][CH2:2][C@@H:3]1[C@H:8]([CH3:9])[CH2:7][CH2:6][CH2:5][N:4]1[C:10]([C:12]1[CH:17]=[C:16]([CH3:18])[CH:15]=[CH:14][C:13]=1[C:19]1[CH:24]=[CH:23][CH:22]=[CH:21][N:20]=1)=[O:11].Br[C:26]1[CH:31]=[CH:30][C:29]([F:32])=[CH:28][N:27]=1>>[F:32][C:29]1[CH:30]=[CH:31][C:26]([NH:1][CH2:2][C@@H:3]2[C@H:8]([CH3:9])[CH2:7][CH2:6][CH2:5][N:4]2[C:10]([C:12]2[CH:17]=[C:16]([CH3:18])[CH:15]=[CH:14][C:13]=2[C:19]2[CH:24]=[CH:23][CH:22]=[CH:21][N:20]=2)=[O:11])=[N:27][CH:28]=1. Procedure details: The title compound was synthesized following the same general protocol as described in Example A44, using ((2S,3R)-2-(aminomethyl)-3-methylpiperidin-1-yl)(5-methyl-2-(pyridin-2-yl)phenyl)methanone and 2-bromo-5-fluoropyridine. ESI-MS (m/z): 419 [M+1]+. Reactants: ClCCC(C(=O)OCC)(C)C (ethyl 4-chloro-2,2-dimethylbutyrate), [S-]C#N.[K+] (potassium thiocyanate), O (water). Solvent: CN(C=O)C (dimethylformamide). Run at temperature 100 celsius, time 7 hour. Yields the product CC(C(=O)OCC)(CCSC#N)C (ethyl 2,2-dimethyl-4-thiocyanobutyrate). Isolated yield 65.9%. RXN SMILES: Cl[CH2:2][CH2:3][C:4]([CH3:11])([CH3:10])[C:5]([O:7][CH2:8][CH3:9])=[O:6].[S-:12][C:13]#[N:14].[K+].O>CN(C)C=O>[CH3:10][C:4]([CH3:11])([CH2:3][CH2:2][S:12][C:13]#[N:14])[C:5]([O:7][CH2:8][CH3:9])=[O:6] |f:1.2|. Procedure details: 22.1 g of ethyl 4-chloro-2,2-dimethylbutyrate and 14.5 g of potassium thiocyanate were dissolved in 100 ml of dimethylformamide, followed by stirring at 100° C. for 7 hours. The reaction mixture was added to 500 ml of water and extracted with ethyl ether. After the extract was washed with water and dried over MgSO4, the solvent was distilled off. The residue was distilled under reduced pressure to yield 16.4 g of the title compound in the form of a colorless oily substance. Starting materials: CCc1ncsc1C(=O)O, Cc1ccccc1, O=C(Cl)Cl. The product is CCc1ncsc1C(=O)O, [Cl-]. As a reaction SMILES: [CH2:1]([CH3:2])[c:3]1[n:4][cH:5][s:6][c:7]1[C:8](=[O:9])[OH:10].[CH3:15][c:16]1[cH:17][cH:18][cH:19][cH:20][cH:21]1.[Cl:11][C:12](=[O:13])[Cl:14]>>[CH2:1]([CH3:2])[c:3]1[n:4][cH:5][s:6][c:7]1[C:8](=[O:9])[OH:10].[Cl-:11]. The product is O=C(Nc1ccncc1)N1CCN(c2nc(-c3ccccc3)cs2)CC1. As a reaction SMILES: [CH3:43][S:44](=[O:45])[CH3:46].[CH:33]([N:34]([CH:35]([CH3:36])[CH3:37])[CH2:38][CH3:39])([CH3:40])[CH3:41].[OH2:42].[c:16]1(-[c:22]2[n:23][c:24]([N:27]3[CH2:28][CH2:29][NH:30][CH2:31][CH2:32]3)[s:25][cH:26]2)[cH:17][cH:18][cH:19][cH:20][cH:21]1.[n:1]1[cH:2][cH:3][c:4]([NH:7][C:8]([O:9][CH2:10][C:11]([Cl:12])([Cl:13])[Cl:14])=[O:15])[cH:5][cH:6]1>>[n:1]1[cH:2][cH:3][c:4]([NH:7][C:8](=[O:15])[N:30]2[CH2:29][CH2:28][N:27]([c:24]3[n:23][c:22](-[c:16]4[cH:17][cH:18][cH:19][cH:20][cH:21]4)[cH:26][s:25]3)[CH2:32][CH2:31]2)[cH:5][cH:6]1. The reactants are CS(C)=O, CCN(C(C)C)C(C)C, O, c1ccc(-c2csc(N3CCNCC3)n2)cc1, O=C(Nc1ccncc1)OCC(Cl)(Cl)Cl. Starting materials: [OH-].[Na+] (sodium hydroxide), ClC=1C(=C(C=CC1)N(S(=O)(=O)C1=CC=C(C(=O)OC)C=C1)CC(=O)NCC1=CC=C(C=C1)OC)C (methyl 4-[((3-chloro-2-methylphenyl)-{2-[(4-methoxybenzyl)amino]-2-oxoethyl}amino)sulfonyl]benzoate), Cl (hydrochloric acid). The solvent is C1CCOC1 (THF), CO (methanol). Run at time 2 day. Product: ClC=1C(=C(C=CC1)N(S(=O)(=O)C1=CC=C(C(=O)O)C=C1)CC(=O)NCC1=CC=C(C=C1)OC)C (4-[((3-chloro-2-methylphenyl) {2-[(4-methoxybenzyl)amino]-2-oxoethyl}amino)sulfonyl]benzoic acid). RXN SMILES: [Cl:1][C:2]1[C:3]([CH3:35])=[C:4]([N:8]([CH2:22][C:23]([NH:25][CH2:26][C:27]2[CH:32]=[CH:31][C:30]([O:33][CH3:34])=[CH:29][CH:28]=2)=[O:24])[S:9]([C:12]2[CH:21]=[CH:20][C:15]([C:16]([O:18]C)=[O:17])=[CH:14][CH:13]=2)(=[O:11])=[O:10])[CH:5]=[CH:6][CH:7]=1.[OH-].[Na+].Cl>CO.C1COCC1>[Cl:1][C:2]1[C:3]([CH3:35])=[C:4]([N:8]([CH2:22][C:23]([NH:25][CH2:26][C:27]2[CH:28]=[CH:29][C:30]([O:33][CH3:34])=[CH:31][CH:32]=2)=[O:24])[S:9]([C:12]2[CH:21]=[CH:20][C:15]([C:16]([OH:18])=[O:17])=[CH:14][CH:13]=2)(=[O:11])=[O:10])[CH:5]=[CH:6][CH:7]=1 |f:1.2|. Reported procedure: 220 mg of methyl 4-{[(3-chloro-2-methylphenyl)amino]sulfonyl}benzoate was dissolved in 1.10 mL of DMF, and 168 mg of 2-bromo-N-(4-methoxybenzyl)acetamide and 100 mg of potassium carbonate were added thereto, followed by stirring at room temperature for 7 hours. To the reaction liquid was added water, followed by extraction with ethyl acetate, and the organic layer was washed with brine, and then dried over anhydrous sodium sulfate. The solvent was evaporated under reduced pressure, and the obtai...